From a dataset of the Open Reaction Database (ORD), a public repository of structured organic reaction records. describe an organic reaction: reactants, conditions, products, and yield The reactants are FC(CNC1=CC(=C(C#N)C=C1)C(F)(F)F)(F)F (4-[(2,2,2-trifluoroethyl)amino]-2-(trifluoromethyl)benzonitrile), BrC(C(=O)OC)C (methyl 2-bromopropanoate). Yields the product C(#N)C1=C(C=C(C=C1)N([C@@H](C)C(=O)OC)CC(F)(F)F)C(F)(F)F (Methyl N-[4-cyano-3-(trifluoromethyl)phenyl]-N-(2,2,2-trifluoroethyl)alaninate). RXN SMILES: [F:1][C:2]([F:18])([F:17])[CH2:3][NH:4][C:5]1[CH:12]=[CH:11][C:8]([C:9]#[N:10])=[C:7]([C:13]([F:16])([F:15])[F:14])[CH:6]=1.Br[CH:20]([CH3:25])[C:21]([O:23][CH3:24])=[O:22]>>[C:9]([C:8]1[CH:11]=[CH:12][C:5]([N:4]([CH2:3][C:2]([F:17])([F:18])[F:1])[C@H:20]([C:21]([O:23][CH3:24])=[O:22])[CH3:25])=[CH:6][C:7]=1[C:13]([F:16])([F:14])[F:15])#[N:10]. Procedure: Synthesized according to step B of example 1 using 4-[(2,2,2-trifluoroethyl)amino]-2-(trifluoromethyl)benzonitrile and methyl 2-bromopropanoate: 1H NMR (400 MHz, CDCl3) δ 7.66 (d, J=8.8 Hz, 1H), 7.1 (d, J=2.7 Hz, 1H), 6.95 (dd, J=8.8, 2.7 Hz, 1H), 4.5 (q, J=7.3 Hz, 1H), 4.02-4.13 (m, 2H), 3.74 (s, 3H), 1.64 (d, J=7.1 Hz, 3H). The reactants are N1=CC=CC=C1 (pyridine), FC(C1=C(C=CC=C1)S(=O)(=O)Cl)(F)F (2-trifluoromethylbenzenesulfonyl chloride), CCOCC (ether). Run in C(C)(C)O (isopropanol), C(C)(C)O (isopropanol). Yields the product FC(C1=C(C=CC=C1)S(=O)(=O)OC(C)C)(F)F (isopropyl 2-trifluoromethylbenzenesulfonate). RXN SMILES: [F:1][C:2]([F:14])([F:13])[C:3]1[CH:8]=[CH:7][CH:6]=[CH:5][C:4]=1[S:9](Cl)(=[O:11])=[O:10].N1C=C[CH:18]=[CH:17][CH:16]=1.CC[O:23]CC>C(O)(C)C>[F:1][C:2]([F:14])([F:13])[C:3]1[CH:8]=[CH:7][CH:6]=[CH:5][C:4]=1[S:9]([O:23][CH:17]([CH3:18])[CH3:16])(=[O:11])=[O:10]. Procedure details: A solution of 400 grams (g) of 2-trifluoromethylbenzenesulfonyl chloride in 600 milliliters (mL) of isopropanol was cooled in an ice bath and treated with a solution of 180 mL of pyridine in 200 mL of isopropanol at a rate to keep the internal temperature <10° C. The mixture was maintained at 0°-5° C. for 24 hours, then treated with 1 liter (L) of ether. The slurry was filtered and the solvent removed from the filtrate in vacuo. To the filtrate was added 800 mL of ether and the resulting mixture...